Dataset: the Open Reaction Database (ORD), a public repository of structured organic reaction records. Task: describe an organic reaction: reactants, conditions, products, and yield Reactants: [Li]CCCC, CNC(=O)c1c(-c2ccccc2)noc1C, CCCCCC, [Cl-], N#Cc1ccccc1, [NH4+], C1CCOC1, O. The product is CNC(=O)c1c(-c2ccccc2)noc1C=C(N)c1ccccc1. Reaction SMILES: [CH2:17]([Li:18])[CH2:19][CH2:20][CH3:21].[CH3:1][NH:2][C:3](=[O:4])[c:5]1[c:6](-[c:11]2[cH:12][cH:13][cH:14][cH:15][cH:16]2)[n:7][o:8][c:9]1[CH3:10].[CH3:32][CH2:33][CH2:34][CH2:35][CH2:36][CH3:37].[Cl-:30].[N:22]#[C:23][c:24]1[cH:25][cH:26][cH:27][cH:28][cH:29]1.[NH4+:31].[O:38]1[CH2:39][CH2:40][CH2:41][CH2:42]1.[OH2:43]>>[CH3:1][NH:2][C:3](=[O:4])[c:5]1[c:6](-[c:11]2[cH:12][cH:13][cH:14][cH:15][cH:16]2)[n:7][o:8][c:9]1[CH:10]=[C:23]([NH2:22])[c:24]1[cH:25][cH:26][cH:27][cH:28][cH:29]1. The reactants are O=Cc1cc(Br)ccc1F, CC1CCCCN1, CS(C)=O, [Na+], [Na+], O=C([O-])[O-], O. Product: CC1CCCCN1c1ccc(Br)cc1C=O. Reaction SMILES: [Br:1][c:2]1[cH:3][cH:4][c:5]([F:10])[c:6]([CH:7]=[O:8])[cH:9]1.[CH3:11][CH:12]1[NH:13][CH2:14][CH2:15][CH2:16][CH2:17]1.[CH3:24][S:25]([CH3:26])=[O:27].[Na+:18].[Na+:19].[O-:20][C:21](=[O:22])[O-:23].[OH2:28]>>[Br:1][c:2]1[cH:3][cH:4][c:5]([N:13]2[CH:12]([CH3:11])[CH2:17][CH2:16][CH2:15][CH2:14]2)[c:6]([CH:7]=[O:8])[cH:9]1. Reactants: OC1=CC(=C(C=C1)C(C)=O)C (4′-hydroxy-2′-methyl-acetophenone), BrCCCCl (1-bromo-3-chloropropane), C([O-])([O-])=O.[K+].[K+] (potassium carbonate). Run in CC(=O)C (acetone). Conditions: temperature 50 celsius, time 18 hour. The product is CC1=C(C=CC(=C1)OCCCCl)C(C)=O (2′-methyl-4′-chloropropoxyacetophenone). As a reaction SMILES: [OH:1][C:2]1[CH:7]=[CH:6][C:5]([C:8](=[O:10])[CH3:9])=[C:4]([CH3:11])[CH:3]=1.Br[CH2:13][CH2:14][CH2:15][Cl:16].C(=O)([O-])[O-].[K+].[K+]>CC(C)=O>[CH3:11][C:4]1[CH:3]=[C:2]([O:1][CH2:13][CH2:14][CH2:15][Cl:16])[CH:7]=[CH:6][C:5]=1[C:8](=[O:10])[CH3:9] |f:2.3.4|. Reported procedure: A mixture of 4′-hydroxy-2′-methyl-acetophenone (10.5 g) and 1-bromo-3-chloropropane (7.6 mL) in acetone (70 mL) was treated with potassium carbonate (14.5 g). The mixture was stirred at 50° C. for approximately 18 hours. The reaction mixture was cooled to ambient temperature and partitioned between dichloromethane (200 mL) and water (200 mL). The aqueous layer was washed twice with fresh portions of dichloromethane (200 mL) and brine was used to break any emulsions. The organic fractions were co... Starting materials: [BH4-], CCCCn1c(=O)c(NC(=O)Nc2c(C(C)C)cc(N)cc2C(C)C)c(-c2cccc(OC)c2)c2cccnc21, CO, O=Cc1cccnc1, Cl, [Na+], O. Yields the product CCCCn1c(=O)c(NC(=O)Nc2c(C(C)C)cc(NCc3cccnc3)cc2C(C)C)c(-c2cccc(OC)c2)c2cccnc21. Reaction SMILES: [BH4-:50].[CH2:1]([CH2:2][CH2:3][CH3:4])[n:5]1[c:6](=[O:40])[c:7]([NH:23][C:24](=[O:25])[NH:26][c:27]2[c:28]([CH:37]([CH3:38])[CH3:39])[cH:29][c:30]([NH2:36])[cH:31][c:32]2[CH:33]([CH3:34])[CH3:35])[c:8](-[c:15]2[cH:16][c:17]([O:21][CH3:22])[cH:18][cH:19][cH:20]2)[c:9]2[cH:10][cH:11][cH:12][n:13][c:14]12.[CH3:52][OH:53].[CH:41]([c:42]1[cH:43][n:44][cH:45][cH:46][cH:47]1)=[O:48].[ClH:49].[Na+:51].[OH2:54]>>[CH2:1]([CH2:2][CH2:3][CH3:4])[n:5]1[c:6](=[O:40])[c:7]([NH:23][C:24](=[O:25])[NH:26][c:27]2[c:28]([CH:37]([CH3:38])[CH3:39])[cH:29][c:30]([NH:36][CH2:41][c:42]3[cH:43][n:44][cH:45][cH:46][cH:47]3)[cH:31][c:32]2[CH:33]([CH3:34])[CH3:35])[c:8](-[c:15]2[cH:16][c:17]([O:21][CH3:22])[cH:18][cH:19][cH:20]2)[c:9]2[cH:10][cH:11][cH:12][n:13][c:14]12. Reactants: N1(CCSCC1)CCCOC1=CC=C(C=C1)C1(CCOCC1)CN (1-{4-[4-(3-thiomorpholin-4-ylpropoxy)phenyl]tetrahydro-2H-pyran-4-yl}methanamine), C(C)(=O)OC(C)=O (acetic anhydride). Yields the product N1(CCSCC1)CCCOC1=CC=C(C=C1)C1(CCOCC1)CNC(C)=O (N-({4-[4-(3-thiomorpholin-4-ylpropoxy)phenyl]tetrahydro-2H-pyran-4-yl}methyl)acetamide). Isolated yield 100.0%. As a reaction SMILES: [N:1]1([CH2:7][CH2:8][CH2:9][O:10][C:11]2[CH:16]=[CH:15][C:14]([C:17]3([CH2:23][NH2:24])[CH2:22][CH2:21][O:20][CH2:19][CH2:18]3)=[CH:13][CH:12]=2)[CH2:6][CH2:5][S:4][CH2:3][CH2:2]1.[C:25](OC(=O)C)(=[O:27])[CH3:26]>>[N:1]1([CH2:7][CH2:8][CH2:9][O:10][C:11]2[CH:12]=[CH:13][C:14]([C:17]3([CH2:23][NH:24][C:25](=[O:27])[CH3:26])[CH2:22][CH2:21][O:20][CH2:19][CH2:18]3)=[CH:15][CH:16]=2)[CH2:6][CH2:5][S:4][CH2:3][CH2:2]1. Procedure: The title compound (1.16 g, 100%) was prepared using 1-{4-[4-(3-thiomorpholin-4-ylpropoxy)phenyl]tetrahydro-2H-pyran-4-yl}methanamine and acetic anhydride similarly to the procedure used for example 140. 1H NMR (400 MHz, CDCl3) δ 1.82-1.86 (m, 2H), 1.87 (s, 3H), 2.00-2.04 (m, 4H), 2.58-2.85 (m, 10H), 3.45 (d, 2H), 3.56-3.61 (m, 2H), 3.79-3.84 (m, 2H), 4.02 (t, 2H), 4.97 (brs, 1H), 6.91 (d, 2H), 7.19 (d, 2H). LRMS APCI+ m/z 393 [MH]+. Reactants: CN1CCOCC1 (N-methylmorpholine), C(C)OC(=O)[C@@]1([C@@H](C1)C=C)N ((1R,2S)-1-amino-2-vinyl-cyclopropanecarboxylic acid ethyl ester), C(=O)(OC(C)(C)C)N1[C@H](C(=O)O)C[C@@H](O)C1 (Boc-(2S,4R)-hydroxyproline), CN1CCOCC1 (N-methylmorpholine), C(C(C)C)OC(=O)Cl (isobutylchloroformate). The solvent is C1CCOC1 (THF). Reaction conditions: temperature -23 celsius, time 2.5 hour. Yields the product C(C)(C)(C)OC(=O)N1[C@@H](C[C@H](C1)O)C(N[C@]1([C@@H](C1)C=C)C(=O)OCC)=O ((2S,4R)-2-((1R,2S)-1-ethoxycarbonyl-2-vinyl-cyclopropylcarbamoyl)-4-hydroxy-pyrrolidine-1-carboxylic acid tert-butyl ester). As a reaction SMILES: [C:1]([N:8]1[CH2:16][C@H:14]([OH:15])[CH2:13][C@H:9]1[C:10]([OH:12])=O)([O:3][C:4]([CH3:7])([CH3:6])[CH3:5])=[O:2].CN1CCOCC1.C(OC(Cl)=O)C(C)C.[CH2:32]([O:34][C:35]([C@@:37]1([NH2:42])[CH2:39][C@H:38]1[CH:40]=[CH2:41])=[O:36])[CH3:33]>C1COCC1>[C:4]([O:3][C:1]([N:8]1[CH2:16][C@H:14]([OH:15])[CH2:13][C@H:9]1[C:10](=[O:12])[NH:42][C@:37]1([C:35]([O:34][CH2:32][CH3:33])=[O:36])[CH2:39][C@H:38]1[CH:40]=[CH2:41])=[O:2])([CH3:5])([CH3:6])[CH3:7]. Reported procedure: To a solution of 4.87 g (21.0 mmol) of Boc-(2S,4R)-hydroxyproline in 25 mL of THF was added 2.03 mL (20.0 mmol) of N-methylmorpholine. A suspension formed. The mixture was cooled to −23° C. and 2.85 g (20.0 mmol) of isobutylchloroformate was added. After stirring for 10 min additional 4.25 g (42.0 mmol) of N-methylmorpholine was added. To this mixture was added the solution of (1R,2S)-1-amino-2-vinyl-cyclopropanecarboxylic acid ethyl ester prepared in example 1 at a temperature of −15° C. within... The reactants are C(#N)C1=CC=C(OC=2C=C(C(=O)O)C=C(C2)OC2=CC=C(C=C2)C#N)C=C1 (3,5-bis-(4-cyano-phenoxy)-benzoic acid), C(C)OC(=O)C1CCNCC1 (piperidine-4-carboxylic acid ethyl ester). Product: C(C)OC(=O)C1CCN(CC1)C(C1=CC(=CC(=C1)OC1=CC=C(C=C1)C#N)OC1=CC=C(C=C1)C#N)=O (1-[3,5-Bis-(4-cyano-phenoxy)-benzoyl]-piperidine-4-carboxylic Acid Ethyl Ester). The yield is 64.9%. As a reaction SMILES: [C:1]([C:3]1[CH:27]=[CH:26][C:6]([O:7][C:8]2[CH:9]=[C:10]([CH:14]=[C:15]([O:17][C:18]3[CH:23]=[CH:22][C:21]([C:24]#[N:25])=[CH:20][CH:19]=3)[CH:16]=2)[C:11](O)=[O:12])=[CH:5][CH:4]=1)#[N:2].[CH2:28]([O:30][C:31]([CH:33]1[CH2:38][CH2:37][NH:36][CH2:35][CH2:34]1)=[O:32])[CH3:29]>>[CH2:28]([O:30][C:31]([CH:33]1[CH2:38][CH2:37][N:36]([C:11](=[O:12])[C:10]2[CH:9]=[C:8]([O:7][C:6]3[CH:26]=[CH:27][C:3]([C:1]#[N:2])=[CH:4][CH:5]=3)[CH:16]=[C:15]([O:17][C:18]3[CH:23]=[CH:22][C:21]([C:24]#[N:25])=[CH:20][CH:19]=3)[CH:14]=2)[CH2:35][CH2:34]1)=[O:32])[CH3:29]. Procedure: Following the procedure of Example 5(c) 3,5-bis-(4-cyano-phenoxy)-benzoic acid 0.6 g (1.68 mmol) and piperidine-4-carboxylic acid ethyl ester (0.31 g, 2.02 mmol) were used to afford 0.54 g of the required product. 1H NMR (DMSO-d6): δ 1.18 (3H, t), 1.5 (2H, m), 1.82 (2H, m), 2.6 (1H, m), 2.90 (1H, m), 3.12 (1H, m), 3.52 (1H, m), 4.08 (2H, q), 4.25 (1H, m), 6.96 (2H, d), 7.06 (1H, t), 7.26 (4H, d), 7.88 (4H, d). Reactants: ClCc1ccccc1, NC(Cc1c[nH]cn1)C(=O)O, N, [Na]. The product is NC(Cc1cn(Cc2ccccc2)cn1)C(=O)O. RXN SMILES: [CH2:13]([c:14]1[cH:15][cH:16][cH:17][cH:18][cH:19]1)[Cl:20].[NH2:1][CH:2]([CH2:3][c:4]1[cH:5][nH:6][cH:7][n:8]1)[C:9](=[O:10])[OH:11].[NH3:21].[Na:12]>>[NH2:1][CH:2]([CH2:3][c:4]1[cH:5][n:6]([CH2:13][c:14]2[cH:15][cH:16][cH:17][cH:18][cH:19]2)[cH:7][n:8]1)[C:9](=[O:10])[OH:11]. The reactants are CS(=O)(=O)O, O=C(O)c1cn(C2CC2)c2c(F)c(N3CCC(n4cncn4)C3)c(F)cc2c1=O, ClC(Cl)Cl. As a reaction SMILES: [CH3:30][S:31]([OH:32])(=[O:33])=[O:34].[CH:1]1([n:4]2[cH:5][c:6]([C:27](=[O:28])[OH:29])[c:7](=[O:26])[c:8]3[cH:9][c:10]([F:25])[c:11]([N:15]4[CH2:16][CH:17]([n:20]5[n:21][cH:22][n:23][cH:24]5)[CH2:18][CH2:19]4)[c:12]([F:14])[c:13]23)[CH2:2][CH2:3]1.[CH:35]([Cl:36])([Cl:37])[Cl:38]>>[CH3:30][S:31](=[O:32])(=[O:33])[OH:34].[CH:1]1([n:4]2[cH:5][c:6]([C:27](=[O:28])[OH:29])[c:7](=[O:26])[c:8]3[cH:9][c:10]([F:25])[c:11]([N:15]4[CH2:16][CH:17]([n:20]5[n:21][cH:22][n:23][cH:24]5)[CH2:18][CH2:19]4)[c:12]([F:14])[c:13]23)[CH2:2][CH2:3]1. Product: CS(=O)(=O)O, O=C(O)c1cn(C2CC2)c2c(F)c(N3CCC(n4cncn4)C3)c(F)cc2c1=O. Reactants: ClCCO (2-chloroethanol), C1OCC12COCCOCCNCCOCCOC2 (2,6,9,15,18-pentaoxa-12-azaspiro[3.15]nonadecane). The product is OCC1(OCCOCCNCCOCCOC1)COCCCl (1-hydroxymethyl-1-(4-chloro-2-oxabutyl)-2,5,11,14-tetraoxa-8-azacyclopentadecane). Reaction SMILES: [Cl:1][CH2:2][CH2:3][OH:4].C1[C:8]2([CH2:23][O:22][CH2:21][CH2:20][O:19][CH2:18][CH2:17][NH:16][CH2:15][CH2:14][O:13][CH2:12][CH2:11][O:10][CH2:9]2)[CH2:7][O:6]1>>[OH:6][CH2:7][C:8]1([CH2:9][O:4][CH2:3][CH2:2][Cl:1])[CH2:23][O:22][CH2:21][CH2:20][O:19][CH2:18][CH2:17][NH:16][CH2:15][CH2:14][O:13][CH2:12][CH2:11][O:10]1. Procedure details: The oxetane ring in 2,6,9,15,18-pentaoxa-12-azaspiro[3.15]nonadecane was shown to add hydroxylic compounds by acid-catalyzed reaction with 2-chloroethanol to give 1-hydroxymethyl-1-(4-chloro-2-oxabutyl)-2,5,11,14-tetraoxa-8-azacyclopentadecane. ##EQU13##